describe an organic reaction: reactants, conditions, products, and yield From a dataset of the Open Reaction Database (ORD), a public repository of structured organic reaction records. Starting materials: [N-]=[N+]=NC(O)C1OC(n2cc(Br)c(=O)[nH]c2=O)CC1O, N, c1ccc(P(c2ccccc2)c2ccccc2)cc1, c1ccncc1. Yields the product O=c1[nH]c(=O)n(C2CC(O)C(CO)O2)cc1Br. As a reaction SMILES: [N:1](=[N+:2]=[N-:3])[CH:4]([CH:5]1[CH:6]([OH:19])[CH2:7][CH:8]([n:10]2[c:11](=[O:12])[nH:13][c:14](=[O:15])[c:16]([Br:18])[cH:17]2)[O:9]1)[OH:20].[NH3:40].[c:21]1([P:22]([c:23]2[cH:24][cH:25][cH:26][cH:27][cH:28]2)[c:29]2[cH:30][cH:31][cH:32][cH:33][cH:34]2)[cH:35][cH:36][cH:37][cH:38][cH:39]1.[cH:41]1[cH:42][cH:43][n:44][cH:45][cH:46]1>>[CH2:4]([CH:5]1[CH:6]([OH:19])[CH2:7][CH:8]([n:10]2[c:11](=[O:12])[nH:13][c:14](=[O:15])[c:16]([Br:18])[cH:17]2)[O:9]1)[OH:20]. Reactants: C(C)(C)[Si](N1C=CC2=CC(=CC=C12)CO[Si](C(C)C)(C(C)C)C(C)C)(C(C)C)C(C)C (1-triisopropylsilanyl-5-triisopropylsilanyloxymethyl-1H-indole), C1CCOC1 (THF), O (water), C(=O)([O-])[O-].[K+].[K+] (K2CO3). Run in CCO (EtOH). Reaction conditions: temperature 85 celsius. The product is C(C)(C)[Si](OCC=1C=C2C=CNC2=CC1)(C(C)C)C(C)C (5-Triisopropylsilanyloxymethyl-1H-indole). As a reaction SMILES: C([Si](C(C)C)(C(C)C)[N:5]1[C:13]2[C:8](=[CH:9][C:10]([CH2:14][O:15][Si:16]([CH:23]([CH3:25])[CH3:24])([CH:20]([CH3:22])[CH3:21])[CH:17]([CH3:19])[CH3:18])=[CH:11][CH:12]=2)[CH:7]=[CH:6]1)(C)C.C1COCC1.O.C([O-])([O-])=O.[K+].[K+]>CCO>[CH:23]([Si:16]([CH:17]([CH3:19])[CH3:18])([CH:20]([CH3:22])[CH3:21])[O:15][CH2:14][C:10]1[CH:9]=[C:8]2[C:13](=[CH:12][CH:11]=1)[NH:5][CH:6]=[CH:7]2)([CH3:25])[CH3:24] |f:3.4.5|. Procedure details: To a suspension of 1-triisopropylsilanyl-5-triisopropylsilanyloxymethyl-1H-indole (2.80 g, 6.09 mmol) in EtOH (30 mL)/THF (10 mL)/water (10 mL) was added K2CO3 (4.21 g, 30.4 mmol), and the reaction mixture was heated at 85° C. for 16 h. The reaction was quenched with 1N HCl at 0° C. The aqueous layer was extracted with CH2Cl2 (2×) and the combined organic layers were washed with brine, dried (phase separator) and concentrated under reduced pressure. The oily residue was purified by flash column ... The reactants are BrC=1C=NC=CC1 (3-bromopyridine), S1C=NC=C1[Sn](C)(C)C ((5-thiazolyl)trimethyltin). Reagents/catalysts: C=1C=CC(=CC1)[P](C=2C=CC=CC2)(C=3C=CC=CC3)[Pd]([P](C=4C=CC=CC4)(C=5C=CC=CC5)C=6C=CC=CC6)([P](C=7C=CC=CC7)(C=8C=CC=CC8)C=9C=CC=CC9)[P](C=1C=CC=CC1)(C=1C=CC=CC1)C=1C=CC=CC1 (tetrakis(triphenylphosphine)palladium). Solvent: C1=CC=CC=C1 (benzene). Product: S1C=NC=C1C=1C=NC=CC1 (3-(5-Thiazolyl)pyridine). RXN SMILES: Br[C:2]1[CH:3]=[N:4][CH:5]=[CH:6][CH:7]=1.[S:8]1[C:12]([Sn](C)(C)C)=[CH:11][N:10]=[CH:9]1>C1C=CC=CC=1.C1C=CC([P]([Pd]([P](C2C=CC=CC=2)(C2C=CC=CC=2)C2C=CC=CC=2)([P](C2C=CC=CC=2)(C2C=CC=CC=2)C2C=CC=CC=2)[P](C2C=CC=CC=2)(C2C=CC=CC=2)C2C=CC=CC=2)(C2C=CC=CC=2)C2C=CC=CC=2)=CC=1>[S:8]1[C:12]([C:2]2[CH:3]=[N:4][CH:5]=[CH:6][CH:7]=2)=[CH:11][N:10]=[CH:9]1 |^1:26,28,47,66|. Procedure details: At room temperature, tetrakis(triphenylphosphine)palladium (470 mg) was added to 3-bromopyridine (805 μl) and a solution of (5-thiazolyl)trimethyltin (2.07 g) in benzene (80 ml), followed by heating under reflux overnight. After the reaction mixture was allowed to cool down to room temperature, it was washed with a saturated aqueous solution (100 ml) of sodium bicarbonate. The water layer was extracted with ethyl acetate (3×20 ml). The organic layers were combine, dried over anhydrous sodium sul... Reactants: BrC=1C=C(CC2=NN3C(NC(C4=CC=CC=C34)=O)=C2)C=CC1 (2-(3-Bromobenzyl)pyrazolo[1,5-a]quinazolin-5(4H)-one), N1C(CCC1)=O (pyrrolidin-2-one), CC1(C2=CC=CC(=C2OC=2C(=CC=CC12)P(C1=CC=CC=C1)C1=CC=CC=C1)P(C1=CC=CC=C1)C1=CC=CC=C1)C ((9,9-dimethyl-9H-xanthene-4,5-diyl)bis(diphenylphosphine)). The reagents and catalysts are C=1C=CC(=CC1)/C=C/C(=O)/C=C/C2=CC=CC=C2.C=1C=CC(=CC1)/C=C/C(=O)/C=C/C2=CC=CC=C2.C=1C=CC(=CC1)/C=C/C(=O)/C=C/C2=CC=CC=C2.[Pd].[Pd] (tris(dibenzylideneacetone)dipalladium(0)). The solvent is COCCOC (DME). The product is O=C1N(CCC1)C=1C=C(CC2=NN3C(NC(C4=CC=CC=C34)=O)=C2)C=CC1 (2-[3-(2-Oxopyrrolidin-1-yl)benzyl]pyrazolo[1,5-a]quinazolin-5(4H)-one). Reaction SMILES: Br[C:2]1[CH:3]=[C:4]([CH:20]=[CH:21][CH:22]=1)[CH2:5][C:6]1[CH:19]=[C:9]2[NH:10][C:11](=[O:18])[C:12]3[C:17]([N:8]2[N:7]=1)=[CH:16][CH:15]=[CH:14][CH:13]=3.[NH:23]1[CH2:27][CH2:26][CH2:25][C:24]1=[O:28].CC1(C)C2C=CC=C(P(C3C=CC=CC=3)C3C=CC=CC=3)C=2OC2C1=CC=CC=2P(C1C=CC=CC=1)C1C=CC=CC=1>COCCOC.C1C=CC(/C=C/C(/C=C/C2C=CC=CC=2)=O)=CC=1.C1C=CC(/C=C/C(/C=C/C2C=CC=CC=2)=O)=CC=1.C1C=CC(/C=C/C(/C=C/C2C=CC=CC=2)=O)=CC=1.[Pd].[Pd]>[O:28]=[C:24]1[CH2:25][CH2:26][CH2:27][N:23]1[C:2]1[CH:3]=[C:4]([CH:20]=[CH:21][CH:22]=1)[CH2:5][C:6]1[CH:19]=[C:9]2[NH:10][C:11](=[O:18])[C:12]3[C:17]([N:8]2[N:7]=1)=[CH:16][CH:15]=[CH:14][CH:13]=3 |f:4.5.6.7.8|. Procedure details: A mixture of Example 61B (0.1 g, 0.282 mmol), pyrrolidin-2-one (0.048 g, 0.565 mmol) cesium carbonate (0.130 g, 0.395 mmol), tris(dibenzylideneacetone)dipalladium(0) (0.026 g, 0.028 mmol) and (9,9-dimethyl-9H-xanthene-4,5-diyl)bis(diphenylphosphine) (0.025 g, 0.043 mmol) in DME (2 mL) was heated in a microwave (Personal Chemistry SmithSynthesizer) at 200° C. for 60 minutes. The mixture was filtered evaporated. The residue was purified by chromatography on silica gel with 20% to 80% ethyl acetate... Reaction SMILES: [OH-].[Na+].[NH2:3][CH2:4][CH2:5][CH2:6][O:7][C:8]1[CH:13]=[CH:12][C:11]([C:14]2[CH:19]=[CH:18][C:17]([C:20]([O:22]CC)=[O:21])=[CH:16][CH:15]=2)=[CH:10][C:9]=1[C:25]1[CH:34]=[CH:33][C:32]2[C:31]([CH3:36])([CH3:35])[CH2:30][CH2:29][C:28]([CH3:38])([CH3:37])[C:27]=2[CH:26]=1>O1CCCC1>[NH2:3][CH2:4][CH2:5][CH2:6][O:7][C:8]1[CH:13]=[CH:12][C:11]([C:14]2[CH:15]=[CH:16][C:17]([C:20]([OH:22])=[O:21])=[CH:18][CH:19]=2)=[CH:10][C:9]=1[C:25]1[CH:34]=[CH:33][C:32]2[C:31]([CH3:36])([CH3:35])[CH2:30][CH2:29][C:28]([CH3:38])([CH3:37])[C:27]=2[CH:26]=1 |f:0.1|. Reactants: [OH-].[Na+] (sodium hydroxide), NCCCOC1=C(C=C(C=C1)C1=CC=C(C=C1)C(=O)OCC)C1=CC=2C(CCC(C2C=C1)(C)C)(C)C (ethyl 4′-(3-aminopropoxy)-3′-(5,5,8,8-tetramethyl-5,6,7,8-tetrahydronaphth-2-yl)biphenyl-4-carboxylate). Run in O1CCCC1 (tetrahydrofuran). Yields the product NCCCOC1=C(C=C(C=C1)C1=CC=C(C=C1)C(=O)O)C1=CC=2C(CCC(C2C=C1)(C)C)(C)C (4′-(3-aminopropoxy)-3′-(5,5,8,8-tetramethyl-5,6,7,8-tetrahydronaphth-2-yl)biphenyl-4-carboxylic acid), solid. Reported procedure: In a manner similar to that of Example 2a, by reaction of 140 mg (3.5 mmol) of sodium hydroxide with 170 mg (0.35 mmol) of ethyl 4′-(3-aminopropoxy)-3′-(5,5,8,8-tetramethyl-5,6,7,8-tetrahydronaphth-2-yl)biphenyl-4-carboxylate (Example 17b) in 30 ml of tetrahydrofuran. 95 mg of 4′-(3-aminopropoxy)-3′-(5,5,8,8-tetramethyl-5,6,7,8-tetrahydronaphth-2-yl)biphenyl-4-carboxylic acid are obtained in the form of a white solid (m.p.=243° C., yield=49%). Yield: 49.0%. Starting materials: BrCC1CCCCC1, CCCC[N+](CCCC)(CCCC)CCCC, CN(C)C=O, [H-], [I-], [Na+], CC(C)(C)OC(=O)NC(CO)C(=O)O. Yields the product CC(C)(C)OC(=O)NC(COCC1CCCCC1)C(=O)O. As a reaction SMILES: [Br:17][CH2:18][CH:19]1[CH2:20][CH2:21][CH2:22][CH2:23][CH2:24]1.[CH2:31]([N+:32]([CH2:33][CH2:34][CH2:35][CH3:36])([CH2:37][CH2:38][CH2:39][CH3:40])[CH2:41][CH2:42][CH2:43][CH3:44])[CH2:45][CH2:46][CH3:47].[CH3:25][N:26]([CH3:27])[CH:28]=[O:29].[H-:15].[I-:30].[Na+:16].[OH:1][CH2:2][CH:3]([C:4](=[O:5])[OH:6])[NH:7][C:8](=[O:9])[O:10][C:11]([CH3:12])([CH3:13])[CH3:14]>>[O:1]([CH2:2][CH:3]([C:4](=[O:5])[OH:6])[NH:7][C:8](=[O:9])[O:10][C:11]([CH3:12])([CH3:13])[CH3:14])[CH2:18][CH:19]1[CH2:20][CH2:21][CH2:22][CH2:23][CH2:24]1.